From a dataset of the Open Reaction Database (ORD), a public repository of structured organic reaction records. describe an organic reaction: reactants, conditions, products, and yield The reactants are ClC1=C(C=CC=C1)CN1C(=NC=C1C(C(=O)OCC)(C(=O)OCC)CC1=CC=CC=C1)SCCC (diethyl [1-{(2-chlorophenyl)methyl}-2-propylthio-1H-imidazol-5-yl]phenylmethyl-malonate), C([O-])([O-])=O.[Na+].[Na+] (sodium carbonate), C(C)O (ethanol). Run in O (water). The product is ClC1=C(C=CC=C1)CN1C(=NC=C1C(C(=O)O)CC1=CC=CC=C1)SCCC (2-[1-{(2-chlorophenyl)methyl}-2-propylthio-1H-imidazol-5-yl]-3-phenyl-propionic acid). Reaction SMILES: [Cl:1][C:2]1[CH:7]=[CH:6][CH:5]=[CH:4][C:3]=1[CH2:8][N:9]1[C:13]([C:14]([CH2:25][C:26]2[CH:31]=[CH:30][CH:29]=[CH:28][CH:27]=2)(C(OCC)=O)[C:15]([O:17]CC)=[O:16])=[CH:12][N:11]=[C:10]1[S:32][CH2:33][CH2:34][CH3:35].C(=O)([O-])[O-].[Na+].[Na+].C(O)C>O>[Cl:1][C:2]1[CH:7]=[CH:6][CH:5]=[CH:4][C:3]=1[CH2:8][N:9]1[C:13]([CH:14]([CH2:25][C:26]2[CH:27]=[CH:28][CH:29]=[CH:30][CH:31]=2)[C:15]([OH:17])=[O:16])=[CH:12][N:11]=[C:10]1[S:32][CH2:33][CH2:34][CH3:35] |f:1.2.3|. Reported procedure: A mixture of diethyl [1-{(2-chlorophenyl)methyl}-2-propylthio-1H-imidazol-5-yl]phenylmethyl-malonate (0.66 g, 1.28 mmol), sodium carbonate (1.36 g, 1.28 mmol), ethanol (15 mL) and water (10 mL) was refluxed on a steam bath for 18 hours. The mixture was concentrated to a small volume, some insolubles were filtered, the aqueous layer was washed with diethyl ether and then the aqueous phase was adjusted to pH 3.4 with aqueous hydrochloric acid. The product was extracted into methylene chloride, was... Reactants: OCCN (2-hydroxyethylamine), O=S(Cl)Cl (SOCl2), OC1=CC=C(C=C1)C[C@@H](CO)N ((1S)-1-(4-Hydroxyphenylmethyl)-2-hydroxyethylamine), C(C)(C)C1OC[C@@H](N1)CC1=CC=C(C=C1)O ((4S)-2-isopropyl-4-(4-hydroxyphenylmethyl)-1,3-oxazolidine), O1CNCC1 (oxazolidine), COC([C@@H](N)CC1=CC=C(C=C1)O)=O ((L)-tyrosine methyl ester), OCCN (2-hydroxyethylamine), OC1=CC=C(C=C1)C[C@@H](CO)NCC(C)C (N-((1S)-1-(4-hydroxyphenylmethyl)-2-hydroxyethyl)-N-isobutylamine). Product: [Cl-].OC1=CC=C(C=C1)C[C@@H](CCl)[NH2+]CC(C)C (N-((1S)-1-(4-hydroxyphenylmethyl)-2-chloroethyl)-N-isobutylammonium chloride). RXN SMILES: OC1C=CC(C[C@H](N)CO)=CC=1.COC(=O)[C@H](CC1C=CC(O)=CC=1)N.OCCN.[CH:31]([CH:34]1[NH:38][C@@H:37]([CH2:39][C:40]2[CH:45]=[CH:44][C:43]([OH:46])=[CH:42][CH:41]=2)[CH2:36]O1)([CH3:33])[CH3:32].O1CCNC1.OC1C=CC(C[C@H](NCC(C)C)CO)=CC=1.O=S(Cl)[Cl:70]>>[Cl-:70].[OH:46][C:43]1[CH:44]=[CH:45][C:40]([CH2:39][C@H:37]([NH2+:38][CH2:34][CH:31]([CH3:33])[CH3:32])[CH2:36][Cl:70])=[CH:41][CH:42]=1 |f:7.8|. Procedure: (1S)-1-(4-Hydroxyphenylmethyl)-2-hydroxyethylamine was made from (L)-tyrosine methyl ester as described in Method B1b. The 2-hydroxyethylamine was converted to (4S)-2-isopropyl-4-(4-hydroxyphenylmethyl)-1,3-oxazolidine according to Method B4c, Step 1. The oxazolidine was reduced to N-((1S)-1-(4-hydroxyphenylmethyl)-2-hydroxyethyl)-N-isobutylamine according to Method B4c, Step 2. The resulting 2-hydroxyethylamine was treated with SOCl2 according to Method B7c to give N-((1S)-1-(4-hydroxyphenylmet...